Dataset: the Open Reaction Database (ORD), a public repository of structured organic reaction records. Task: describe an organic reaction: reactants, conditions, products, and yield Starting materials: O (water), S(=O)(Cl)Cl (thionyl chloride), ClC=1C=CC(=C(C1)CCCO)OCCC1=CC=CC=C1 (3-[5-chloro-2-(2-phenylethoxy)phenyl]propanol), CN(P(N(C)C)(N(C)C)=O)C (hexamethylphosphoric triamide). The solvent is O1CCCC1 (tetrahydrofuran). Run at time 2 hour. The product is ClC1=CC(=C(C=C1)OCCC1=CC=CC=C1)CCCCl (4-chloro-2-(3-chloropropyl)-1-(2-phenylethoxy)benzene). As a reaction SMILES: S(Cl)([Cl:3])=O.[Cl:5][C:6]1[CH:7]=[CH:8][C:9]([O:16][CH2:17][CH2:18][C:19]2[CH:24]=[CH:23][CH:22]=[CH:21][CH:20]=2)=[C:10]([CH2:12][CH2:13][CH2:14]O)[CH:11]=1.CN(C)P(=O)(N(C)C)N(C)C.O>O1CCCC1>[Cl:5][C:6]1[CH:7]=[CH:8][C:9]([O:16][CH2:17][CH2:18][C:19]2[CH:24]=[CH:23][CH:22]=[CH:21][CH:20]=2)=[C:10]([CH2:12][CH2:13][CH2:14][Cl:3])[CH:11]=1. Reported procedure: 1.22 ml of thionyl chloride was added to a solution of 3.24 g of 3-[5-chloro-2-(2-phenylethoxy)phenyl]propanol and 5 ml of hexamethylphosphoric triamide in 25 ml of tetrahydrofuran under ice-cooling and stirred at room temperature for 2 hours. The reaction mixture was poured into water (100 ml), extracted with ethyl acetate, successively washed with water twice and a saturated aqueous solution of sodium hydrogencarbonate 4 times and dried over anhydrous magnesium sulfate. After evaporation of th... Reactants: COC(=O)C(=Cc1cccc(O)c1)NC(=O)OC(C)(C)C, CO. Product: COC(=O)C(Cc1cccc(O)c1)NC(=O)OC(C)(C)C. RXN SMILES: [C:1]([CH3:2])([CH3:3])([CH3:4])[O:5][C:6](=[O:7])[NH:8][C:9]([C:10](=[O:11])[O:12][CH3:13])=[CH:14][c:15]1[cH:16][c:17]([OH:21])[cH:18][cH:19][cH:20]1.[CH3:22][OH:23]>>[C:1]([CH3:2])([CH3:3])([CH3:4])[O:5][C:6](=[O:7])[NH:8][CH:9]([C:10](=[O:11])[O:12][CH3:13])[CH2:14][c:15]1[cH:16][c:17]([OH:21])[cH:18][cH:19][cH:20]1. Reactants: C=1C=CN2C1CNC1=C(C2)C=CC=C1 (10,11-Dihydro-5H-pyrrolo[2,1-c][1,4]benzodiazepine), BrC1=CC=C(C(=O)Cl)C=C1 (4-bromobenzoyl chloride), C(C)(C)N(C(C)C)CC (N,N-diisopropylethyl amine). The solvent is ClCCl (dichloromethane). Run at time 4 hour. Yields the product C=1C=CN2C1CN(C1=C(C2)C=CC=C1)C(=O)C1=CC=C(C=C1)Br ((10,11-Dihydro-5H-pyrrolo[2,1-c][1,4]benzodiazepin-10-yl)-(4-bromo-phenyl)-methanone). The yield is 92.0%. As a reaction SMILES: [CH:1]1[CH:2]=[CH:3][N:4]2[CH2:10][C:9]3[CH:11]=[CH:12][CH:13]=[CH:14][C:8]=3[NH:7][CH2:6][C:5]=12.[Br:15][C:16]1[CH:24]=[CH:23][C:19]([C:20](Cl)=[O:21])=[CH:18][CH:17]=1.C(N(CC)C(C)C)(C)C>ClCCl>[CH:1]1[CH:2]=[CH:3][N:4]2[CH2:10][C:9]3[CH:11]=[CH:12][CH:13]=[CH:14][C:8]=3[N:7]([C:20]([C:19]3[CH:23]=[CH:24][C:16]([Br:15])=[CH:17][CH:18]=3)=[O:21])[CH2:6][C:5]=12. Reported procedure: 10,11-Dihydro-5H-pyrrolo[2,1-c][1,4]benzodiazepine (8.83 g, 47.9 mmol) and 4-bromobenzoyl chloride (10.0 g, 45.6 mmol) were dissolved in anhydrous dichloromethane (240 mL) followed by addition of N,N-diisopropylethyl amine (8.74 mL, 50.2 mmol) dropwise over the course of 30 minutes. After stirring at room temperature for four hours, the reaction mixture was washed with 1 N hydrochloric acid, 1 N sodium hydroxide and brine, dried over anhydrous magnesium sulfate, filtered and concentrated. Recrys... The reactants are C1CCOC1, COc1ccc(-c2ccc3cc(C(=O)O)ccc3c2)cc1C12CC3CC(CC(C3)C1)C2, CC(=O)O, [Na], O. The product is COc1ccc(-c2ccc3cc(C(=O)O)ccc3c2)cc1C12CC3CC(CC(C3)C1)C2. RXN SMILES: [CH2:33]1[O:34][CH2:35][CH2:36][CH2:37]1.[CH3:1][O:2][c:3]1[cH:4][cH:5][c:6](-[c:19]2[cH:20][cH:21][c:22]3[cH:23][c:24]([C:29]([OH:30])=[O:31])[cH:25][cH:26][c:27]3[cH:28]2)[cH:7][c:8]1[C:9]12[CH2:10][CH:11]3[CH2:12][CH:13]([CH2:14][CH:15]([CH2:16]3)[CH2:17]1)[CH2:18]2.[CH3:39][C:40](=[O:41])[OH:42].[Na:32].[OH2:38]>>[CH3:1][O:2][c:3]1[cH:4][cH:5][c:6](-[c:19]2[cH:20][cH:21][c:22]3[cH:23][c:24]([C:29](=[O:30])[OH:31])[cH:25][cH:26][c:27]3[cH:28]2)[cH:7][c:8]1[C:9]12[CH2:10][CH:11]3[CH2:12][CH:13]([CH2:14][CH:15]([CH2:16]3)[CH2:17]1)[CH2:18]2. The reactants are CC(C)(C)[Si](C)(C)Cl, Cn1ccnc1C1CCC(O)CC1, CN(C)c1ccncc1, ClCCl, c1c[nH]cn1. The product is Cn1ccnc1C1CCC(O[Si](C)(C)C(C)(C)C)CC1. RXN SMILES: [C:14]([CH3:15])([CH3:16])([CH3:17])[Si:18]([CH3:19])([CH3:20])[Cl:21].[CH3:1][n:2]1[c:3]([CH:7]2[CH2:8][CH2:9][CH:10]([OH:13])[CH2:11][CH2:12]2)[n:4][cH:5][cH:6]1.[CH3:27][N:28]([CH3:29])[c:30]1[cH:31][cH:32][n:33][cH:34][cH:35]1.[Cl:36][CH2:37][Cl:38].[nH:22]1[cH:23][cH:24][n:25][cH:26]1>>[CH3:1][n:2]1[c:3]([CH:7]2[CH2:8][CH2:9][CH:10]([O:13][Si:18]([C:14]([CH3:15])([CH3:16])[CH3:17])([CH3:19])[CH3:20])[CH2:11][CH2:12]2)[n:4][cH:5][cH:6]1. Reactants: Nc1cnc(Br)cn1, ClCCl, CN(C)C=O, O=C(O)C(CC1CCCC1)N1Cc2c(cccc2C(F)(F)F)C1=O, O=C(Cl)C(=O)Cl, Cc1cccc(C)n1. The product is O=C(Nc1cnc(Br)cn1)C(CC1CCCC1)N1Cc2c(cccc2C(F)(F)F)C1=O. Reaction SMILES: [Br:31][c:32]1[n:33][cH:34][c:35]([NH2:38])[n:36][cH:37]1.[CH2:47]([Cl:48])[Cl:49].[CH3:50][N:51]([CH3:52])[CH:53]=[O:54].[CH:1]1([CH2:6][CH:7]([C:8](=[O:9])[OH:10])[N:11]2[C:12](=[O:24])[c:13]3[cH:14][cH:15][cH:16][c:17]([C:20]([F:21])([F:22])[F:23])[c:18]3[CH2:19]2)[CH2:2][CH2:3][CH2:4][CH2:5]1.[Cl:25][C:26]([C:27]([Cl:28])=[O:29])=[O:30].[n:39]1[c:40]([CH3:41])[cH:42][cH:43][cH:44][c:45]1[CH3:46]>>[CH:1]1([CH2:6][CH:7]([C:8](=[O:10])[NH:38][c:35]2[cH:34][n:33][c:32]([Br:31])[cH:37][n:36]2)[N:11]2[C:12](=[O:24])[c:13]3[cH:14][cH:15][cH:16][c:17]([C:20]([F:21])([F:22])[F:23])[c:18]3[CH2:19]2)[CH2:2][CH2:3][CH2:4][CH2:5]1. Starting materials: CC(C)(NC(=O)c1ccc(OCc2ccccc2)cc1)C(=O)O, CCN=C=NCCCN(C)C, CCN(C(C)C)C(C)C, Cl, O=C(c1ccccc1C(F)(F)F)N1CCNCC1, CN(C)C=O, O, On1nnc2ccccc21. The product is CC(C)(NC(=O)c1ccc(OCc2ccccc2)cc1)C(=O)N1CCN(C(=O)c2ccccc2C(F)(F)F)CC1. RXN SMILES: [CH2:10]([c:11]1[cH:12][cH:13][cH:14][cH:15][cH:16]1)[O:17][c:18]1[cH:19][cH:20][c:21]([C:22](=[O:23])[NH:24][C:25]([C:26](=[O:27])[OH:28])([CH3:29])[CH3:30])[cH:31][cH:32]1.[CH3:43][CH2:44][N:45]=[C:46]=[N:47][CH2:48][CH2:49][CH2:50][N:51]([CH3:52])[CH3:53].[CH:1]([N:2]([CH2:3][CH3:4])[CH:5]([CH3:6])[CH3:7])([CH3:8])[CH3:9].[ClH:54].[N:55]1([C:61](=[O:62])[c:63]2[c:64]([C:69]([F:70])([F:71])[F:72])[cH:65][cH:66][cH:67][cH:68]2)[CH2:56][CH2:57][NH:58][CH2:59][CH2:60]1.[O:73]=[CH:74][N:75]([CH3:76])[CH3:77].[OH2:78].[OH:33][n:34]1[c:35]2[c:36]([cH:37][cH:38][cH:39][cH:40]2)[n:41][n:42]1>>[CH2:10]([c:11]1[cH:12][cH:13][cH:14][cH:15][cH:16]1)[O:17][c:18]1[cH:19][cH:20][c:21]([C:22](=[O:23])[NH:24][C:25]([C:26](=[O:28])[N:58]2[CH2:57][CH2:56][N:55]([C:61](=[O:62])[c:63]3[c:64]([C:69]([F:70])([F:71])[F:72])[cH:65][cH:66][cH:67][cH:68]3)[CH2:60][CH2:59]2)([CH3:29])[CH3:30])[cH:31][cH:32]1. The reactants are CCCCO, CCOC(=O)CN1CCOCC1=O, NN, O. The product is NNC(=O)CN1CCOCC1=O. As a reaction SMILES: [CH2:17]([OH:18])[CH2:19][CH2:20][CH3:21].[CH2:1]([O:3][C:4](=[O:2])[CH2:5][N:6]1[C:7](=[O:12])[CH2:8][O:9][CH2:10][CH2:11]1)[CH3:13].[NH2:15][NH2:16].[OH2:14]>>[O:3]=[C:4]([CH2:5][N:6]1[C:7](=[O:12])[CH2:8][O:9][CH2:10][CH2:11]1)[NH:15][NH2:16].